Dataset: the Open Reaction Database (ORD), a public repository of structured organic reaction records. Task: describe an organic reaction: reactants, conditions, products, and yield Reactants: CC=1NC=CN1 (2-methylimidazole), ClC=1N=C(C2=C(N1)SC1=C2CCCC1)NCCC1=CC2=C(C=C1)OCO2 (2-chloro-5,6,7,8-tetrahydro-4-(3,4-methylenedioxyphenethylamino)-[1]-benzothieno-[2,3-d]-pyrimidine). Product: CC=1N(C=CN1)C=1N=C(C2=C(N1)SC1=C2CCCC1)NCCC1=CC2=C(C=C1)OCO2 (2-(2-methylimidazol-1-yl)-5,6,7,8-tetrahydro-4-(3,4-methylenedioxyphenethylamino)-[1]-benzothieno-[2,3-d]-pyrimidine). As a reaction SMILES: [CH3:1][C:2]1[NH:3][CH:4]=[CH:5][N:6]=1.Cl[C:8]1[N:9]=[C:10]([NH:21][CH2:22][CH2:23][C:24]2[CH:29]=[CH:28][C:27]3[O:30][CH2:31][O:32][C:26]=3[CH:25]=2)[C:11]2[C:16]3[CH2:17][CH2:18][CH2:19][CH2:20][C:15]=3[S:14][C:12]=2[N:13]=1>>[CH3:1][C:2]1[N:3]([C:8]2[N:9]=[C:10]([NH:21][CH2:22][CH2:23][C:24]3[CH:29]=[CH:28][C:27]4[O:30][CH2:31][O:32][C:26]=4[CH:25]=3)[C:11]3[C:16]4[CH2:17][CH2:18][CH2:19][CH2:20][C:15]=4[S:14][C:12]=3[N:13]=2)[CH:4]=[CH:5][N:6]=1. Procedure details: Following the procedure of Example 97, the reaction of 2-methylimidazole with 2-chloro-5,6,7,8-tetrahydro-4-(3,4-methylenedioxyphenethylamino)-[1]-benzothieno-[2,3-d]-pyrimidine gives 2-(2-methylimidazol-1-yl)-5,6,7,8-tetrahydro-4-(3,4-methylenedioxyphenethylamino)-[1]-benzothieno-[2,3-d]-pyrimidine. As a reaction SMILES: [Br:1][c:2]1[c:3]([N+:12](=[O:13])[O-:14])[cH:4][c:5]([C:6](=[O:7])[O:8][CH3:9])[cH:10][cH:11]1.[C:22](=[O:23])([O-:24])[O-:25].[CH:36](=[CH:37][C:38]([CH:39]=[CH:40][c:41]1[cH:42][cH:43][cH:44][cH:45][cH:46]1)=[O:47])[c:48]1[cH:49][cH:50][cH:51][cH:52][cH:53]1.[CH:54](=[CH:55][C:56]([CH:57]=[CH:58][c:59]1[cH:60][cH:61][cH:62][cH:63][cH:64]1)=[O:65])[c:66]1[cH:67][cH:68][cH:69][cH:70][cH:71]1.[CH:72](=[CH:73][C:74]([CH:75]=[CH:76][c:77]1[cH:78][cH:79][cH:80][cH:81][cH:82]1)=[O:83])[c:84]1[cH:85][cH:86][cH:87][cH:88][cH:89]1.[Cs+:26].[Cs+:27].[O:15]1[CH2:16][C:17](=[O:21])[NH:18][CH2:19][CH2:20]1.[O:28]1[CH2:29][CH2:30][O:31][CH2:32][CH2:33]1.[Pd:34].[Pd:35]>>[c:2]1([N:18]2[C:17](=[O:21])[CH2:16][O:15][CH2:20][CH2:19]2)[c:3]([N+:12](=[O:13])[O-:14])[cH:4][c:5]([C:6](=[O:7])[O:8][CH3:9])[cH:10][cH:11]1. Product: COC(=O)c1ccc(N2CCOCC2=O)c([N+](=O)[O-])c1. Starting materials: COC(=O)c1ccc(Br)c([N+](=O)[O-])c1, O=C([O-])[O-], O=C(C=Cc1ccccc1)C=Cc1ccccc1, O=C(C=Cc1ccccc1)C=Cc1ccccc1, O=C(C=Cc1ccccc1)C=Cc1ccccc1, [Cs+], [Cs+], O=C1COCCN1, C1COCCO1, [Pd], [Pd]. The reactants are FC1=CC(=C(C=C1)NC=1C2=C(N=CN1)SC(=C2C)C(=O)OC)O (Methyl 4-(4-fluoro-2-hydroxyphenylamino)-5-methyl-thieno[2,3-d]pyrimidine-6-carboxylate), FC1=CC(=C(C=C1)NC=1C2=C(N=CN1)SC(=C2C)C(=O)OC)O (Methyl 4-(4-fluoro-2-hydroxyphenylamino)-5-methyl-thieno[2,3-d]pyrimidine-6-carboxylate), [OH-].[Na+] (sodium hydroxide), CO (methanol). Solvent: C1CCOC1 (THF). Yields the product FC1=CC(=C(C=C1)NC=1C2=C(N=CN1)SC(=C2C)C(=O)O)O (4-(4-Fluoro-2-hydroxy-phenylamino)-5-methyl-thieno[2,3-d]pyrimidine-6-carboxylic acid). RXN SMILES: [F:1][C:2]1[CH:7]=[CH:6][C:5]([NH:8][C:9]2[C:10]3[C:17]([CH3:18])=[C:16]([C:19]([O:21]C)=[O:20])[S:15][C:11]=3[N:12]=[CH:13][N:14]=2)=[C:4]([OH:23])[CH:3]=1.[OH-].[Na+].CO>C1COCC1>[F:1][C:2]1[CH:7]=[CH:6][C:5]([NH:8][C:9]2[C:10]3[C:17]([CH3:18])=[C:16]([C:19]([OH:21])=[O:20])[S:15][C:11]=3[N:12]=[CH:13][N:14]=2)=[C:4]([OH:23])[CH:3]=1 |f:1.2|. Procedure: Methyl 4-(4-fluoro-2-hydroxyphenylamino)-5-methyl-thieno[2,3-d]pyrimidine-6-carboxylate (Intermediate III) (1.0 g), sodium hydroxide 1M (10 ml), methanol (20 ml) and THF (20 ml) were stirred at rt overnight. The mixture was concentrated and diluted with EE and water. The aqueous layer was acidified with hydrochloric acid and filtrated. As a reaction SMILES: [C:1]([O-:7])(=[O:6])[C:2]([CH3:5])([CH3:4])[CH3:3].FC(F)(F)C1C=C([Zn+:16])C=CC=1.[Zn]>>[C:1]([O-:7])(=[O:6])[C:2]([CH3:5])([CH3:4])[CH3:3].[Zn+2:16].[C:1]([O-:7])(=[O:6])[C:2]([CH3:5])([CH3:4])[CH3:3] |f:0.1,3.4.5|. Conditions: time 15 minute. Product: C(C(C)(C)C)(=O)[O-].[Zn+2].C(C(C)(C)C)(=O)[O-] (Zinc pivalate). Reactants: C(C(C)(C)C)(=O)[O-].FC(C=1C=C(C=CC1)[Zn+])(F)F (3-(Trifluoromethyl)phenylzinc pivalate), [Zn] (zinc), [Zn] (zinc). Reported procedure: The 3-(trifluormethyl)phenylzinc pivalate (1d) product can be stored under inert gas atmosphere at ambient temperature for one week without any loss of activity (entry 1, Table 1 below). After 5 minutes of storage in air, 95% of active zinc species could be determined by titration (Table 1, entry 2). After 15 minutes, the activity is reduced to 58% (Table 1, entry 3) and after 30 and 45 minutes, activities of 43% and 40% are obtained (Table 1, entries 4-5). After storage on air for 60 minutes, a... The reactants are O=C1c2ccccc2C(=O)N1CCCBr, CS(C)=O, [H-], [H][H], [Na+], O, c1ccc(Nc2ccccn2)cc1. Product: O=C1c2ccccc2C(=O)N1CCCN(c1ccccc1)c1ccccn1. Reaction SMILES: [Br:18][CH2:19][CH2:20][CH2:21][N:22]1[C:23](=[O:32])[c:24]2[c:25]([cH:28][cH:29][cH:30][cH:31]2)[C:26]1=[O:27].[CH3:33][S:34]([CH3:35])=[O:36].[H-:14].[H:16][H:17].[Na+:15].[OH2:37].[c:1]1([NH:7][c:8]2[n:9][cH:10][cH:11][cH:12][cH:13]2)[cH:2][cH:3][cH:4][cH:5][cH:6]1>>[c:1]1([N:7]([c:8]2[n:9][cH:10][cH:11][cH:12][cH:13]2)[CH2:19][CH2:20][CH2:21][N:22]2[C:23](=[O:32])[c:24]3[c:25]([cH:28][cH:29][cH:30][cH:31]3)[C:26]2=[O:27])[cH:2][cH:3][cH:4][cH:5][cH:6]1. The reactants are C(C1=CC=CC=C1)(=O)OCC(CO)CC(C)OC(C1=CC=CC=C1)=O (2-(2-benzoyloxypropan-1-yl)-3-hydroxypropyl benzoate), C(CCCCCCCCCCCCCCCCC)N=C=O (octadecyl isocyanate). The solvent is N1=CC=CC=C1 (pyridine). Reaction conditions: temperature 70 celsius. The product is C(C1=CC=CC=C1)(=O)OCC(COC(NCCCCCCCCCCCCCCCCCC)=O)CC(C)OC(C1=CC=CC=C1)=O (2-(2-benzoyloxypropan-1-yl)-3-octadecylcarbamoyloxypropyl benzoate). Isolated yield 91.1%. As a reaction SMILES: [C:1]([O:9][CH2:10][CH:11]([CH2:14][CH:15]([O:17][C:18](=[O:25])[C:19]1[CH:24]=[CH:23][CH:22]=[CH:21][CH:20]=1)[CH3:16])[CH2:12][OH:13])(=[O:8])[C:2]1[CH:7]=[CH:6][CH:5]=[CH:4][CH:3]=1.[CH2:26]([N:44]=[C:45]=[O:46])[CH2:27][CH2:28][CH2:29][CH2:30][CH2:31][CH2:32][CH2:33][CH2:34][CH2:35][CH2:36][CH2:37][CH2:38][CH2:39][CH2:40][CH2:41][CH2:42][CH3:43]>N1C=CC=CC=1>[C:1]([O:9][CH2:10][CH:11]([CH2:14][CH:15]([O:17][C:18](=[O:25])[C:19]1[CH:20]=[CH:21][CH:22]=[CH:23][CH:24]=1)[CH3:16])[CH2:12][O:13][C:45](=[O:46])[NH:44][CH2:26][CH2:27][CH2:28][CH2:29][CH2:30][CH2:31][CH2:32][CH2:33][CH2:34][CH2:35][CH2:36][CH2:37][CH2:38][CH2:39][CH2:40][CH2:41][CH2:42][CH3:43])(=[O:8])[C:2]1[CH:3]=[CH:4][CH:5]=[CH:6][CH:7]=1. Procedure: A mixture of 3.70 g (11.2 mM) of 2-(2-benzoyloxypropan-1-yl)-3-hydroxypropyl benzoate m5 and 4.964 g (16.8 mM) of octadecyl isocyanate in 74 ml of pyridine is heated at 70° C. for 15 hours and the solvent is evaporated. To the residue with cooling, is added 2N aqueous hydrochloric acid and the product is isolated by ethyl acetate extraction. The ethyl acetate layer is washed with saturated aqueous sodium bicarbonate and saturated aqueous sodium chloride, dried over anhydrous magnesium sulfate an... Reactants: C(C)OC(=O)C=1C=C(OC=2C=CC(=C(C2)CCC(=O)O)OCCCCCCCCCC)C=CC1 (5-(3-ethoxycarbonylphenoxy)-2-(decyloxy)benzenepropanoic acid), [OH-].[K+] (potassium hydroxide), O (water). The solvent is C(C)O (ethanol). Run at time 18 hour. Yields the product C(=O)(O)C=1C=C(OC=2C=CC(=C(C2)CCC(=O)O)OCCCCCCCCCC)C=CC1 (5-(3-Carboxyphenoxy)-2-(decyloxy)benzenepropanoic acid). Isolated yield 41.7%. As a reaction SMILES: C([O:3][C:4]([C:6]1[CH:7]=[C:8]([CH:32]=[CH:33][CH:34]=1)[O:9][C:10]1[CH:11]=[CH:12][C:13]([O:21][CH2:22][CH2:23][CH2:24][CH2:25][CH2:26][CH2:27][CH2:28][CH2:29][CH2:30][CH3:31])=[C:14]([CH2:16][CH2:17][C:18]([OH:20])=[O:19])[CH:15]=1)=[O:5])C.[OH-].[K+].O>C(O)C>[C:4]([C:6]1[CH:7]=[C:8]([CH:32]=[CH:33][CH:34]=1)[O:9][C:10]1[CH:11]=[CH:12][C:13]([O:21][CH2:22][CH2:23][CH2:24][CH2:25][CH2:26][CH2:27][CH2:28][CH2:29][CH2:30][CH3:31])=[C:14]([CH2:16][CH2:17][C:18]([OH:20])=[O:19])[CH:15]=1)([OH:5])=[O:3] |f:1.2|. Procedure details: A solution of 510 mg of 5-(3-ethoxycarbonylphenoxy)-2-(decyloxy)benzenepropanoic acid in 20 ml of ethanol was treated with an excess of potassium hydroxide in a small amount of water. After stirring for 18 hours, the solution was concentrated in vacuo. Diethyl ether and water added, the layers were separated, and the aqueous layer was acidified with 1N hydrochloric acid. The aqueous layer was extracted with diethyl ether, and this extract was dried over sodium sulfate and concentrated in vacuo. ...